From a dataset of the Open Reaction Database (ORD), a public repository of structured organic reaction records. describe an organic reaction: reactants, conditions, products, and yield Reactants: N1=CC=C(C=C1)C1C(C1)C(=O)Cl (2-(pyridin-4-yl)cyclopropanecarbonyl chloride), ClC1=CC(=NC=2N1N=C(C2)C)N (7-chloro-2-methylpyrazolo[1,5-a]pyrimidin-5-amine), C(=O)(O)[O-].[Na+] (NaHCO3). Solvent: N1=CC=CC=C1 (pyridine), N1=CC=CC=C1 (pyridine). Product: ClC1=CC(=NC=2N1N=C(C2)C)NC(=O)[C@H]2[C@@H](C2)C2=CC=NC=C2 (trans-N-(7-chloro-2-methylpyrazolo[1,5-a]pyrimidin-5-yl)-2-(pyridin-4-yl)cyclopropanecarboxamide). Isolated yield 62.1%. Reaction SMILES: [Cl:1][C:2]1[N:7]2[N:8]=[C:9]([CH3:11])[CH:10]=[C:6]2[N:5]=[C:4]([NH2:12])[CH:3]=1.[N:13]1[CH:18]=[CH:17][C:16]([CH:19]2[CH2:21][CH:20]2[C:22](Cl)=[O:23])=[CH:15][CH:14]=1.C([O-])(O)=O.[Na+]>N1C=CC=CC=1>[Cl:1][C:2]1[N:7]2[N:8]=[C:9]([CH3:11])[CH:10]=[C:6]2[N:5]=[C:4]([NH:12][C:22]([C@@H:20]2[CH2:21][C@H:19]2[C:16]2[CH:15]=[CH:14][N:13]=[CH:18][CH:17]=2)=[O:23])[CH:3]=1 |f:2.3|. Procedure: In a 100 mL round-bottomed flask was added 7-chloro-2-methylpyrazolo[1,5-a]pyrimidin-5-amine (1J, 2.74 g, 15.02 mmol) in pyridine (75 ml) to give a yellow solution. Then, at 0° C., 2-(pyridin-4-yl)cyclopropanecarbonyl chloride (7D, 0.19 g, 1.046 mmol) in pyridine (1 ml) was added to give a suspension. After the reaction was complete, saturated NaHCO3 solution was added and the mixture was extracted with EtOAc. The organic layer was dried over MgSO4, filtered and concentrated. The residue was chr...